From a dataset of the Open Reaction Database (ORD), a public repository of structured organic reaction records. describe an organic reaction: reactants, conditions, products, and yield Procedure: Using general procedure D, rac-5-benzyl-4-hydroxy-5H-furan-2-one (Lit. 13) was reacted with thiophene-3-carbaldehyde and 5-fluoro-3-methyl-1H-indole to give the title compound as a colorless solid. MS: 434.3 ([M+H]+). The reactants are C(C1=CC=CC=C1)C1C(=CC(O1)=O)O (rac-5-benzyl-4-hydroxy-5H-furan-2-one), S1C=C(C=C1)C=O (thiophene-3-carbaldehyde), FC=1C=C2C(=CNC2=CC1)C (5-fluoro-3-methyl-1H-indole). The product is C(C1=CC=CC=C1)C1C(=C(C(O1)=O)C(C1=CSC=C1)C=1NC2=CC=C(C=C2C1C)F)O (5-Benzyl-3-[(5-fluoro-3-methyl-1H-indol-2-yl)-thiophen-3-yl-methyl]-4-hydroxy-5H-furan-2-one). Reaction SMILES: [CH2:1]([CH:8]1[O:12][C:11](=[O:13])[CH:10]=[C:9]1[OH:14])[C:2]1[CH:7]=[CH:6][CH:5]=[CH:4][CH:3]=1.[S:15]1[CH:19]=[CH:18][C:17]([CH:20]=O)=[CH:16]1.[F:22][C:23]1[CH:24]=[C:25]2[C:29](=[CH:30][CH:31]=1)[NH:28][CH:27]=[C:26]2[CH3:32]>>[CH2:1]([CH:8]1[O:12][C:11](=[O:13])[C:10]([CH:20]([C:27]2[NH:28][C:29]3[C:25]([C:26]=2[CH3:32])=[CH:24][C:23]([F:22])=[CH:31][CH:30]=3)[C:17]2[CH:18]=[CH:19][S:15][CH:16]=2)=[C:9]1[OH:14])[C:2]1[CH:3]=[CH:4][CH:5]=[CH:6][CH:7]=1. The reactants are NC=1C=C(C=CC1)C1=C(C=NC2=C(C=CC=C12)C(F)(F)F)C(=O)C1=CC=CC=C1 ([4-(3-amino-phenyl)-8-trifluoromethyl-quinolin-3-yl]-phenyl-methanone), COC(CC=1C=C(C=CC1)C1=CC=C(C=C1)C=O)=O ((4′-formylbiphenyl-3-yl)-acetic acid methyl ester). The product is C(C1=CC=CC=C1)(=O)C=1C=NC2=C(C=CC=C2C1C=1C=C(C=CC1)NCC1=CC=C(C=C1)C1=CC(=CC=C1)CC(=O)O)C(F)(F)F ({4′-[({3-[3-BENZOYL-8-(TRIFLUOROMETHYL)QUINOLIN-4-YL]PHENYL}AMINO)METHYL]-1,1′-BIPHENYL-3-YL}ACETIC ACID). RXN SMILES: [NH2:1][C:2]1[CH:3]=[C:4]([C:8]2[C:17]3[C:12](=[C:13]([C:18]([F:21])([F:20])[F:19])[CH:14]=[CH:15][CH:16]=3)[N:11]=[CH:10][C:9]=2[C:22]([C:24]2[CH:29]=[CH:28][CH:27]=[CH:26][CH:25]=2)=[O:23])[CH:5]=[CH:6][CH:7]=1.C[O:31][C:32](=[O:48])[CH2:33][C:34]1[CH:35]=[C:36]([C:40]2[CH:45]=[CH:44][C:43]([CH:46]=O)=[CH:42][CH:41]=2)[CH:37]=[CH:38][CH:39]=1>>[C:22]([C:9]1[CH:10]=[N:11][C:12]2[C:17]([C:8]=1[C:4]1[CH:3]=[C:2]([NH:1][CH2:46][C:43]3[CH:44]=[CH:45][C:40]([C:36]4[CH:37]=[CH:38][CH:39]=[C:34]([CH2:33][C:32]([OH:48])=[O:31])[CH:35]=4)=[CH:41][CH:42]=3)[CH:7]=[CH:6][CH:5]=1)=[CH:16][CH:15]=[CH:14][C:13]=2[C:18]([F:21])([F:19])[F:20])(=[O:23])[C:24]1[CH:25]=[CH:26][CH:27]=[CH:28][CH:29]=1. Reported procedure: This compound was prepared according to the procedure of example 66, substituting [4-(3-amino-phenyl)-8-trifluoromethyl-quinolin-3-yl]-phenyl-methanone and (4′-formylbiphenyl-3-yl)-acetic acid methyl ester. MS (ESI) m/z 615. Reactants: C(C)O (ethanol), [H-].C(C(C)C)[Al+]CC(C)C (diisobutylaluminum hydride), C1(=CC=CC=C1)C (toluene), C(C)(C)(C)OC(=O)N1CC(C(=CC1)CC(=O)OC)(C)C (4-methoxycarbonylmethyl-3,3-dimethyl-3,6-dihydro-2H-pyridine-1-carboxylic acid t-butyl ester). Solvent: O1CCCC1 (tetrahydrofuran). Conditions: time 2 hour. Product: C(C)(C)(C)OC(=O)N1CC(C(=CC1)CCO)(C)C (4-(2-hydroxylethyl)-3,3-dimethyl-3,6-dihydro-2H-pyridine-1-carboxylic acid t-butyl ester). Yield: 75.6%. Reaction SMILES: [H-].C([Al+]CC(C)C)C(C)C.C1(C)C=CC=CC=1.[C:18]([O:22][C:23]([N:25]1[CH2:30][CH:29]=[C:28]([CH2:31][C:32](OC)=[O:33])[C:27]([CH3:37])([CH3:36])[CH2:26]1)=[O:24])([CH3:21])([CH3:20])[CH3:19].C(O)C>O1CCCC1>[C:18]([O:22][C:23]([N:25]1[CH2:30][CH:29]=[C:28]([CH2:31][CH2:32][OH:33])[C:27]([CH3:37])([CH3:36])[CH2:26]1)=[O:24])([CH3:21])([CH3:20])[CH3:19] |f:0.1|. Procedure details: A solution of 1 M diisobutylaluminum hydride in toluene (14.0 mL, 14.1 mmol) was slowly dropped into a cooled (−78° C.) solution of 1.6 g (5.7 mmol) of 4-methoxycarbonylmethyl-3,3-dimethyl-3,6-dihydro-2H-pyridine-1-carboxylic acid t-butyl ester obtained in the above 1) of PREPARATION EXAMPLE 20 in tetrahydrofuran (70 mL) under an atmosphere of argon. After dropping, the solution was stirred for 2 hours at the same temperature. After the reaction was completed, ethanol (10 mL) was added at 0° C. ... Reactants: FC1=C(OC[C@@H]2CN([C@@H](CO2)CO)C(=O)OC(C)(C)C)C(=CC=C1)[N+](=O)[O-] ((2S,5R)-tert-butyl 2-[(2-fluoro-6-nitrophenoxy)methyl]-5-(hydroxymethyl)morpholine-4-carboxylate), C(=O)(C=1NC=CN1)C=1NC=CN1 (carbonyl diimidazole), N1=CC=CC=C1 (pyridine). Reaction conditions: temperature 60 celsius. The product is C(N)(=O)OC[C@@H]1CO[C@@H](CN1C(=O)OC(C)(C)C)COC1=C(C=CC=C1[N+](=O)[O-])F ((2S,5S)-tert-butyl 5-[(carbamoyloxy)methyl]-2-[(2-fluoro-6-nitrophenoxy)methyl]morpholine-4-carboxylate). Reaction SMILES: [F:1][C:2]1[CH:24]=[CH:23][CH:22]=[C:21]([N+:25]([O-:27])=[O:26])[C:3]=1[O:4][CH2:5][C@H:6]1[O:11][CH2:10][C@@H:9]([CH2:12][OH:13])[N:8]([C:14]([O:16][C:17]([CH3:20])([CH3:19])[CH3:18])=[O:15])[CH2:7]1.C(C1NC=CN=1)(C1NC=CN=1)=[O:29].[N:40]1[CH:45]=CC=CC=1>>[C:45]([O:13][CH2:12][C@H:9]1[N:8]([C:14]([O:16][C:17]([CH3:20])([CH3:18])[CH3:19])=[O:15])[CH2:7][C@@H:6]([CH2:5][O:4][C:3]2[C:21]([N+:25]([O-:27])=[O:26])=[CH:22][CH:23]=[CH:24][C:2]=2[F:1])[O:11][CH2:10]1)(=[O:29])[NH2:40]. Procedure: To a solution of the product from step 3 (1.6 g, 4.1 mmol) in pyridine (12 mL) was added carbonyl diimidazole (2.0 g, 12.3 mmol) and the mixture was heated in a sealed tube at 60° C. for 2 h. The reaction mixture was cooled to ambient temperature and NH3 gas was bubbled into the solution for 5 min, and the mixture was heated in a sealed tube at 60° C. for 16 h. The reaction was cooled to ambient temperature and the solvent was concentrated under reduced pressure. The residue was purified on a 24... Reactants: CCn1c2ccccc2c2cc(C=O)ccc21, Cc1ccc(C2CCNCC2)cc1NC(=O)C(C)C. The product is CCn1c2ccccc2c2cc(CN3CCC(c4ccc(C)c(NC(=O)C(C)C)c4)CC3)ccc21. RXN SMILES: [CH2:1]([CH3:2])[n:3]1[c:4]2[cH:5][cH:6][cH:7][cH:8][c:9]2[c:10]2[cH:11][c:12]([CH:16]=[O:17])[cH:13][cH:14][c:15]12.[CH3:18][CH:19]([C:20](=[O:21])[NH:22][c:23]1[c:24]([CH3:35])[cH:25][cH:26][c:27]([CH:29]2[CH2:30][CH2:31][NH:32][CH2:33][CH2:34]2)[cH:28]1)[CH3:36]>>[CH2:1]([CH3:2])[n:3]1[c:4]2[cH:5][cH:6][cH:7][cH:8][c:9]2[c:10]2[cH:11][c:12]([CH2:16][N:32]3[CH2:31][CH2:30][CH:29]([c:27]4[cH:26][cH:25][c:24]([CH3:35])[c:23]([NH:22][C:20]([CH:19]([CH3:18])[CH3:36])=[O:21])[cH:28]4)[CH2:34][CH2:33]3)[cH:13][cH:14][c:15]12. Reactants: C(C)I (ethyl iodide), C(C)(=O)OCC.CCCCCC (ethyl acetate hexane), [H-].[Na+] (sodium hydride), [N+](=O)([O-])C1=CC=C(C=C1)C12C(NC(C(C1)C2)=O)=O (1-(4-nitrophenyl)-3-azabicyclo[3.1.1]heptane-2,4-dione). Solvent: CN(C=O)C (N,N-dimethylformamide), CN(C=O)C (N,N-dimethylformamide), CN(C=O)C (N,N-dimethylformamide). Conditions: time 30 minute. Product: C(C)N1C(C2(CC(C1=O)C2)C2=CC=C(C=C2)[N+](=O)[O-])=O (3-ethyl-1-(4-nitrophenyl)-3-azabicyclo[3.1.1]heptane-2,4-dione). Reaction SMILES: [H-].[Na+].[N+:3]([C:6]1[CH:11]=[CH:10][C:9]([C:12]23[CH2:18][CH:16]([CH2:17]2)[C:15](=[O:19])[NH:14][C:13]3=[O:20])=[CH:8][CH:7]=1)([O-:5])=[O:4].[CH2:21](I)[CH3:22].C(OCC)(=O)C.CCCCCC>CN(C)C=O>[CH2:21]([N:14]1[C:15](=[O:19])[CH:16]2[CH2:17][C:12]([C:9]3[CH:8]=[CH:7][C:6]([N+:3]([O-:5])=[O:4])=[CH:11][CH:10]=3)([CH2:18]2)[C:13]1=[O:20])[CH3:22] |f:0.1,4.5|. Reported procedure: 0.36 g of sodium hydride is added to a solution of 2.46 g of 1-(4-nitrophenyl)-3-azabicyclo[3.1.1]heptane-2,4-dione in 25 ml of N,N-dimethylformamide and the whole is stirred at room temperature for 30 minutes. 2.33 g of ethyl iodide dissolved in 10 ml of N,N-dimethylformamide are then added dropwise thereto. When the reaction is complete, the reaction mixture is freed of N,N-dimethylformamide. The residue is partitioned between ethyl acetate and water, and the organic phase is dried over magnes... Reactants: C1(=CC=CC=C1)P(C1=CC=CC=C1)C1=CC=CC=C1 (triphenylphosphine), S(=O)(=O)(OC)C1=CC=C(C)C=C1 (methyl tosylate). The product is S(=O)(=O)([O-])C1=CC=C(C)C=C1.C[P+](C1=CC=CC=C1)(C1=CC=CC=C1)C1=CC=CC=C1 (methyltriphenylphosphonium tosylate). Isolated yield 98.7%. As a reaction SMILES: [C:1]1([P:7]([C:14]2[CH:19]=[CH:18][CH:17]=[CH:16][CH:15]=2)[C:8]2[CH:13]=[CH:12][CH:11]=[CH:10][CH:9]=2)[CH:6]=[CH:5][CH:4]=[CH:3][CH:2]=1.[S:20]([C:25]1[CH:31]=[CH:30][C:28]([CH3:29])=[CH:27][CH:26]=1)([O:23][CH3:24])(=[O:22])=[O:21]>>[S:20]([C:25]1[CH:31]=[CH:30][C:28]([CH3:29])=[CH:27][CH:26]=1)([O-:23])(=[O:22])=[O:21].[CH3:24][P+:7]([C:1]1[CH:2]=[CH:3][CH:4]=[CH:5][CH:6]=1)([C:8]1[CH:13]=[CH:12][CH:11]=[CH:10][CH:9]=1)[C:14]1[CH:15]=[CH:16][CH:17]=[CH:18][CH:19]=1 |f:2.3|. Procedure details: A mixture of 11.8 g (45.0 mmol) of triphenylphosphine and 8.40 g (45.1 mmol) of methyl tosylate was allowed to react for 2 hr at 130° C. A total of 19.9 g (44.4 mmol, 98.6%) of methyltriphenylphosphonium tosylate was obtained. This was further purified by stirring overnight in 95:5 ether-acetonitrile. Analyses: mp 147.0°-149.0° C. Starting materials: CC1(C)OB(c2ccc(CC(=O)O)cc2)OC1(C)C, COCCOC, CCOC(C)=O, Clc1nc(N2CCOCC2)nc(N2CCOCC2)n1, [Na+], [Na+], O=C([O-])[O-], c1ccc(P(c2ccccc2)(c2ccccc2)[Pd](P(c2ccccc2)(c2ccccc2)c2ccccc2)(P(c2ccccc2)(c2ccccc2)c2ccccc2)P(c2ccccc2)(c2ccccc2)c2ccccc2)cc1. Product: O=C(O)Cc1ccc(-c2nc(N3CCOCC3)nc(N3CCOCC3)n2)cc1. Reaction SMILES: [CH3:20][C:21]1([CH3:22])[C:23]([CH3:24])([CH3:25])[O:26][B:27]([c:28]2[cH:29][cH:30][c:31]([CH2:34][C:35](=[O:36])[OH:37])[cH:32][cH:33]2)[O:38]1.[CH3:45][O:46][CH2:47][CH2:48][O:49][CH3:50].[CH3:51][CH2:52][O:53][C:54](=[O:55])[CH3:56].[Cl:1][c:2]1[n:3][c:4]([N:14]2[CH2:15][CH2:16][O:17][CH2:18][CH2:19]2)[n:5][c:6]([N:8]2[CH2:9][CH2:10][O:11][CH2:12][CH2:13]2)[n:7]1.[Na+:39].[Na+:40].[O-:41][C:42](=[O:43])[O-:44].[cH:57]1[cH:58][cH:59][c:60]([P:61]([Pd:62]([P:63]([c:64]2[cH:65][cH:66][cH:67][cH:68][cH:69]2)([c:70]2[cH:71][cH:72][cH:73][cH:74][cH:75]2)[c:76]2[cH:77][cH:78][cH:79][cH:80][cH:81]2)([P:82]([c:83]2[cH:84][cH:85][cH:86][cH:87][cH:88]2)([c:89]2[cH:90][cH:91][cH:92][cH:93][cH:94]2)[c:95]2[cH:96][cH:97][cH:98][cH:99][cH:100]2)[P:101]([c:102]2[cH:103][cH:104][cH:105][cH:106][cH:107]2)([c:108]2[cH:109][cH:110][cH:111][cH:112][cH:113]2)[c:114]2[cH:115][cH:116][cH:117][cH:118][cH:119]2)([c:120]2[cH:121][cH:122][cH:123][cH:124][cH:125]2)[c:126]2[cH:127][cH:128][cH:129][cH:130][cH:131]2)[cH:132][cH:133]1>>[c:2]1(-[c:28]2[cH:29][cH:30][c:31]([CH2:34][C:35](=[O:36])[OH:37])[cH:32][cH:33]2)[n:3][c:4]([N:14]2[CH2:15][CH2:16][O:17][CH2:18][CH2:19]2)[n:5][c:6]([N:8]2[CH2:9][CH2:10][O:11][CH2:12][CH2:13]2)[n:7]1. The reactants are ClS(=O)(=O)C=1C=CC(=C(C(=O)O)C1)F (5-chlorosulfonyl-2-fluorobenzoic acid), CC(=O)C (acetone), S(=O)([O-])[O-].[Na+].[Na+] (sodium sulphite). Run in C([O-])([O-])=O.[Na+].[Na+] (sodium carbonate), O (water). Reaction conditions: temperature 60 celsius. Yields the product FC1=C(C(=O)O)C=C(C=C1)S(=O)(=O)C (2-fluoro-5-methanesulfonylbenzoic acid). Reaction SMILES: S([O-])([O-])=O.[Na+].[Na+].Cl[S:8]([C:11]1[CH:12]=[CH:13][C:14]([F:20])=[C:15]([CH:19]=1)[C:16]([OH:18])=[O:17])(=[O:10])=[O:9].[CH3:21]C(C)=O>O.C(=O)([O-])[O-].[Na+].[Na+]>[F:20][C:14]1[CH:13]=[CH:12][C:11]([S:8]([CH3:21])(=[O:10])=[O:9])=[CH:19][C:15]=1[C:16]([OH:18])=[O:17] |f:0.1.2,6.7.8|. Procedure details: A solution of sodium sulphite (10.6 g) in water (20 mL) was warmed to 80° C. and slowly added with stirring to a solution of 5-chlorosulfonyl-2-fluorobenzoic acid (10 g) in acetone (10 mL), saturated aqueous sodium carbonate being added simultaneously for keeping the liquid in alkaline. The mixture was stirred at 60° C. for one and a half hours, and concentrated in vacuo. The residue was suspended in a mixture of ethanol (20 mL) and water (20 mL), then iodomethane (2.61 mL) was added to the mixt...